Dataset: the Open Reaction Database (ORD), a public repository of structured organic reaction records. Task: describe an organic reaction: reactants, conditions, products, and yield Starting materials: ClC1=C(C(=O)O)C=C(C(=C1)Cl)C1=NN(C(=C1F)OC(F)F)C (2,4-dichloro-5-(5-difluoromethoxy-4-fluoro-1-methyl-1H-pyrazol-3-yl)benzoic acid), C(C(=O)Cl)(=O)Cl (oxalyl chloride). The product is ClC1=C(C(=O)Cl)C=C(C(=C1)Cl)C1=NN(C(=C1F)OCF)C (2,4-Dichloro-5-(5-fluoromethoxy-4-fluoro-1-methyl-1H-pyrazol-3-yl)benzoyl chloride). Reaction SMILES: [Cl:1][C:2]1[CH:10]=[C:9]([Cl:11])[C:8]([C:12]2[C:16]([F:17])=[C:15]([O:18][CH:19](F)[F:20])[N:14]([CH3:22])[N:13]=2)=[CH:7][C:3]=1[C:4](O)=[O:5].C(Cl)(=O)C([Cl:26])=O>>[Cl:1][C:2]1[CH:10]=[C:9]([Cl:11])[C:8]([C:12]2[C:16]([F:17])=[C:15]([O:18][CH2:19][F:20])[N:14]([CH3:22])[N:13]=2)=[CH:7][C:3]=1[C:4]([Cl:26])=[O:5]. Reported procedure: 5.8 g (16 mmol) of 2,4-dichloro-5-(5-difluoromethoxy-4-fluoro-1-methyl-1H-pyrazol-3-yl)benzoic acid and 10.4 g (82 mmol) of oxalyl chloride were reacted in the manner described for Precursor 1.1. Yield: 5.2 g.